From a dataset of the Open Reaction Database (ORD), a public repository of structured organic reaction records. describe an organic reaction: reactants, conditions, products, and yield Starting materials: O=C1CCC(N2Cc3c(OCc4ccc(CBr)cc4)cccc3C2=O)C(=O)N1, CCN(C(C)C)C(C)C, ClCCl, Fc1ccc(N2CCNCC2)c(F)c1, O. Yields the product O=C1CCC(N2Cc3c(OCc4ccc(CN5CCN(c6ccc(F)cc6F)CC5)cc4)cccc3C2=O)C(=O)N1. RXN SMILES: [Br:4][CH2:5][c:6]1[cH:7][cH:8][c:9]([CH2:10][O:11][c:12]2[c:13]3[c:17]([cH:18][cH:19][cH:20]2)[C:16](=[O:21])[N:15]([CH:22]2[C:23](=[O:29])[NH:24][C:25](=[O:28])[CH2:26][CH2:27]2)[CH2:14]3)[cH:30][cH:31]1.[CH2:46]([N:47]([CH:48]([CH3:49])[CH3:50])[CH:51]([CH3:52])[CH3:53])[CH3:54].[Cl:1][CH2:2][Cl:3].[F:32][c:33]1[c:34]([N:40]2[CH2:41][CH2:42][NH:43][CH2:44][CH2:45]2)[cH:35][cH:36][c:37]([F:39])[cH:38]1.[OH2:55]>>[CH2:5]([c:6]1[cH:7][cH:8][c:9]([CH2:10][O:11][c:12]2[c:13]3[c:17]([cH:18][cH:19][cH:20]2)[C:16](=[O:21])[N:15]([CH:22]2[C:23](=[O:29])[NH:24][C:25](=[O:28])[CH2:26][CH2:27]2)[CH2:14]3)[cH:30][cH:31]1)[N:43]1[CH2:42][CH2:41][N:40]([c:34]2[c:33]([F:32])[cH:38][c:37]([F:39])[cH:36][cH:35]2)[CH2:45][CH2:44]1.